Dataset: the Open Reaction Database (ORD), a public repository of structured organic reaction records. Task: describe an organic reaction: reactants, conditions, products, and yield The product is NC(=O)c1ccc(-c2ccc(-c3ccc(C(F)(F)F)cc3)o2)cc1. Reaction SMILES: [CH3:25][N:26]([CH3:27])[CH:28]=[O:29].[Cl:30][C:31]([C:32]([Cl:33])=[O:34])=[O:35].[F:1][C:2]([c:3]1[cH:4][cH:5][c:6](-[c:9]2[cH:10][cH:11][c:12](-[c:14]3[cH:15][cH:16][c:17]([C:18](=[O:19])[OH:20])[cH:21][cH:22]3)[o:13]2)[cH:7][cH:8]1)([F:23])[F:24].[O:36]1[CH2:37][CH2:38][CH2:39][CH2:40]1>>[F:1][C:2]([c:3]1[cH:4][cH:5][c:6](-[c:9]2[cH:10][cH:11][c:12](-[c:14]3[cH:15][cH:16][c:17]([C:18](=[O:19])[NH2:26])[cH:21][cH:22]3)[o:13]2)[cH:7][cH:8]1)([F:23])[F:24]. Starting materials: CN(C)C=O, O=C(Cl)C(=O)Cl, O=C(O)c1ccc(-c2ccc(-c3ccc(C(F)(F)F)cc3)o2)cc1, C1CCOC1. The reactants are C=CC(=O)OCC, C1CCOC1, ClCCl, N#Cc1cccc2cc[nH]c12. Yields the product CCOC(=O)CCc1c[nH]c2c(C#N)cccc12. RXN SMILES: [C:12]([CH:13]=[CH2:14])(=[O:15])[O:16][CH2:17][CH3:18].[CH2:19]1[O:20][CH2:21][CH2:22][CH2:23]1.[Cl:24][CH2:25][Cl:26].[nH:1]1[cH:2][cH:3][c:4]2[cH:5][cH:6][cH:7][c:8]([C:10]#[N:11])[c:9]12>>[nH:1]1[cH:2][c:3]([CH2:14][CH2:13][C:12](=[O:15])[O:16][CH2:17][CH3:18])[c:4]2[cH:5][cH:6][cH:7][c:8]([C:10]#[N:11])[c:9]12. The reactants are CCO, CCOC(=O)c1cc(-n2c(=O)[nH]c3c(c2=O)CCC3)ccc1[N+](=O)[O-]. The product is CCOC(=O)c1cc(-n2c(=O)c3c(n(C)c2=O)CCC3)ccc1[N+](=O)[O-]. RXN SMILES: [CH3:26][CH2:27][OH:28].[N+:1](=[O:2])([O-:3])[c:4]1[c:5]([C:6](=[O:7])[O:8][CH2:9][CH3:10])[cH:11][c:12](-[n:15]2[c:16](=[O:25])[nH:17][c:18]3[c:19]([c:20]2=[O:21])[CH2:22][CH2:23][CH2:24]3)[cH:13][cH:14]1>>[N+:1](=[O:2])([O-:3])[c:4]1[c:5]([C:6](=[O:7])[O:8][CH2:9][CH3:10])[cH:11][c:12](-[n:15]2[c:16](=[O:25])[n:17]([CH3:26])[c:18]3[c:19]([c:20]2=[O:21])[CH2:22][CH2:23][CH2:24]3)[cH:13][cH:14]1. Starting materials: ClC1=NC=NC2=CC=CC=C12 (4-Chloro quinazoline), primary amine, CCN(C(C)C)C(C)C (Hunig's base). Yields the product NC1=NC=NC2=CC=CC=C12 (4-amino quinazoline), 3b. Reaction SMILES: Cl[C:2]1[C:11]2[C:6](=[CH:7][CH:8]=[CH:9][CH:10]=2)[N:5]=[CH:4][N:3]=1.CC[N:14](C(C)C)C(C)C>>[NH2:14][C:2]1[C:11]2[C:6](=[CH:7][CH:8]=[CH:9][CH:10]=2)[N:5]=[CH:4][N:3]=1. Procedure: 4-Chloro quinazoline derivative 3a was reacted with the primary amine 2d in the presence of Hunig's base to provide the 4-amino quinazoline intermediate 3b. Ammonolysis of the ester group with 7N ammonia/methanol solution afforded carboxamide 3c. When R4 is a protecting Nosyl group, deprotection with cesium carbonate in the presence of thiophenol provides 3d.